Dataset: the Open Reaction Database (ORD), a public repository of structured organic reaction records. Task: describe an organic reaction: reactants, conditions, products, and yield Starting materials: C(CC(=O)OCC1=CC=CC=C1)(=O)OCC1=CC=CC=C1 (dibenzyl malonate), [H-].[Na+] (NaH), BrCC1=CC=C(CP(OC(C)(C)C)(OC(C)(C)C)=O)C=C1 (di(tert-butyl) [4-(bromomethyl)benzyl]phosphonate). Solvent: CN(C)C=O (DMF). Run at time 1 hour. The product is C(C)(C)(C)OP(=O)(OC(C)(C)C)CC1=CC=C(CC(C(=O)OCC2=CC=CC=C2)C(=O)OCC2=CC=CC=C2)C=C1 (Dibenzyl 2-{4-[(di-tert-butoxyphosphoryl)methyl]benzyl}malonate). Isolated yield 19.7%. Reaction SMILES: [C:1]([O:14][CH2:15][C:16]1[CH:21]=[CH:20][CH:19]=[CH:18][CH:17]=1)(=[O:13])[CH2:2][C:3]([O:5][CH2:6][C:7]1[CH:12]=[CH:11][CH:10]=[CH:9][CH:8]=1)=[O:4].[H-].[Na+].Br[CH2:25][C:26]1[CH:44]=[CH:43][C:29]([CH2:30][P:31](=[O:42])([O:37][C:38]([CH3:41])([CH3:40])[CH3:39])[O:32][C:33]([CH3:36])([CH3:35])[CH3:34])=[CH:28][CH:27]=1>CN(C=O)C>[C:38]([O:37][P:31]([CH2:30][C:29]1[CH:43]=[CH:44][C:26]([CH2:25][CH:2]([C:1]([O:14][CH2:15][C:16]2[CH:17]=[CH:18][CH:19]=[CH:20][CH:21]=2)=[O:13])[C:3]([O:5][CH2:6][C:7]2[CH:12]=[CH:11][CH:10]=[CH:9][CH:8]=2)=[O:4])=[CH:27][CH:28]=1)([O:32][C:33]([CH3:36])([CH3:35])[CH3:34])=[O:42])([CH3:39])([CH3:40])[CH3:41] |f:1.2|. Procedure details: To a solution of dibenzyl malonate (0.5 g) in DMF (8 mL), was added sequentially NaH (0.06 g, 80% in mineral oil), di(tert-butyl) [4-(bromomethyl)benzyl]phosphonate(0.66 g). The reaction mixture was stirred at room temperature for 1 h, then quenched with 20 mL of saturated aqueous NH4OAc solution and extracted with 50 mL EtOAc. The extract was dried over Na2SO4 and concentrated. The sesidue was purified by silica gel chromatography eluted with to give the title compound (0.2 g). Starting materials: ClCCl, Cn1c(=O)nc(-c2ccccc2F)c2ccsc21, N, O=S(=O)(Cl)Cl. The product is Cn1c(=O)nc(-c2ccccc2F)c2cc(Cl)sc21. RXN SMILES: [CH2:25]([Cl:26])[Cl:27].[CH3:1][n:2]1[c:3](=[O:18])[n:4][c:5](-[c:11]2[c:12]([F:17])[cH:13][cH:14][cH:15][cH:16]2)[c:6]2[c:7]1[s:8][cH:9][cH:10]2.[NH3:24].[S:19]([Cl:20])(=[O:21])([Cl:22])=[O:23]>>[CH3:1][n:2]1[c:3](=[O:18])[n:4][c:5](-[c:11]2[c:12]([F:17])[cH:13][cH:14][cH:15][cH:16]2)[c:6]2[c:7]1[s:8][c:9]([Cl:22])[cH:10]2. The reactants are ClC1=C(C#N)C=CC=C1 (2-chlorobenzonitrile), C[O-].[Na+] (sodium methoxide), [Se-2].[Na+].[Na+] (sodium selenide), ClCC#N (chloroacetonitrile). The solvent is CN(C)C=O (DMF), O (water), CO (methanol), CN(C)C=O (DMF). Run at temperature 105 celsius, time 24 hour. Yields the product NC=1C2=C([Se]C1C#N)C=CC=C2 (3-Aminobenzo[b]selenophene-2-carbonitrile). Isolated yield 43.6%. As a reaction SMILES: [Se-2:1].[Na+].[Na+].Cl[C:5]1[CH:12]=[CH:11][CH:10]=[CH:9][C:6]=1[C:7]#[N:8].Cl[CH2:14][C:15]#[N:16].C[O-].[Na+]>CN(C=O)C.CO.O>[NH2:8][C:7]1[C:6]2[CH:9]=[CH:10][CH:11]=[CH:12][C:5]=2[Se:1][C:14]=1[C:15]#[N:16] |f:0.1.2,5.6|. Reported procedure: To a suspension of sodium selenide (9.14 g, 72.6 mmol, prepared from 5.8 g of selenium as described above) in DMF (72 mL) was added a solution of 2-chlorobenzonitrile (10 g, 72.6 mmol) in DMF (25 mL) at rt for 5 min and stirred the mixture at 100-110° C. for 24 h. Then chloroacetonitrile (5.48 mL, 72.6 mmol) was added dropwise to the reaction mixture and again stirred at 60-70° C. for 2 h. Then, a solution of sodium methoxide (3.9 g, 72.6 mmol) in dry methanol (24 mL) was added dropwise and stir... Reactants: C(CCC)OCN(C[Si](C)(C)C)CC1=CC=CC=C1 (N-butoxymethyl-N-trimethylsilylmethylbenzylamine), C([O-])([O-])=O.[K+].[K+] (potassium carbonate), C1(=CC=CC=C1)C1(CCS(C=C1)(=O)=O)C1=CC=CC=C1 (3,4-dihydro-4,4-diphenyl-2H-thiapyran 1,1-dioxide), C(CCC)OCN(C[Si](C)(C)C)CC1=CC=CC=C1 (N-butoxymethyl-N-trimethylsilylmethylbenzylamine). The reagents and catalysts are FC(C(=O)O)(F)F (trifluoroacetic acid), FC(C(=O)O)(F)F (trifluoroacetic acid). Solvent: ClCCl (dichloromethane). Reaction conditions: temperature 30 celsius, time 30 minute. Yields the product C(C1=CC=CC=C1)N1CC2C(C1)C(CCS2(=O)=O)(C2=CC=CC=C2)C2=CC=CC=C2 ((4aRS,7aRS)-6-benzyl4,4-diphenylperhydrothiopyrano[2,3-c]pyrrole 1,1-dioxide). As a reaction SMILES: [C:1]1([C:7]2([C:15]3[CH:20]=[CH:19][CH:18]=[CH:17][CH:16]=3)[CH:12]=[CH:11][S:10](=[O:14])(=[O:13])[CH2:9][CH2:8]2)[CH:6]=[CH:5][CH:4]=[CH:3][CH:2]=1.C(O[CH2:26][N:27]([CH2:33][C:34]1[CH:39]=[CH:38][CH:37]=[CH:36][CH:35]=1)[CH2:28][Si](C)(C)C)CCC.C(=O)([O-])[O-].[K+].[K+]>FC(F)(F)C(O)=O.ClCCl>[CH2:33]([N:27]1[CH2:28][CH:8]2[C:7]([C:1]3[CH:2]=[CH:3][CH:4]=[CH:5][CH:6]=3)([C:15]3[CH:16]=[CH:17][CH:18]=[CH:19][CH:20]=3)[CH2:12][CH2:11][S:10](=[O:14])(=[O:13])[CH:9]2[CH2:26]1)[C:34]1[CH:39]=[CH:38][CH:37]=[CH:36][CH:35]=1 |f:2.3.4|. Reported procedure: 2 drops of trifluoroacetic acid are added to a solution of 1.3 g of 3,4-dihydro-4,4-diphenyl-2H-thiapyran 1,1-dioxide and 1.75 cm3 of N-butoxymethyl-N-trimethylsilylmethylbenzylamine in 12 cm3 of anhydrous dichloromethane, and the mixture is stirred for 30 minutes at 30° C. 1.75 cm3 of N-butoxymethyl-N-trimethylsilylmethylbenzylamine and 2 drops of trifluoroacetic acid are again added and the mixture is stirred for 2 hours at 35° C. This last procedure is once again repeated and after stirring f... Reactants: [H-].[Na+] (NaH), BrC1=C(N)C=CC(=C1)[N+](=O)[O-] (2-bromo-4-nitroaniline), CS(=O)(=O)Cl (methanesulfonyl chloride). Solvent: CN(C)C=O (DMF). Conditions: time 15 minute. Yields the product [N+](=O)([O-])C1=CC(=C(C=C1)NS(=O)(=O)C)Br (N-(4-Nitro-2-bromophenyl)methanesulfonamide). Reaction SMILES: [Br:1][C:2]1[CH:8]=[C:7]([N+:9]([O-:11])=[O:10])[CH:6]=[CH:5][C:3]=1[NH2:4].[H-].[Na+].[CH3:14][S:15](Cl)(=[O:17])=[O:16]>CN(C=O)C>[N+:9]([C:7]1[CH:6]=[CH:5][C:3]([NH:4][S:15]([CH3:14])(=[O:17])=[O:16])=[C:2]([Br:1])[CH:8]=1)([O-:11])=[O:10] |f:1.2|. Procedure details: Commercially available 2-bromo-4-nitroaniline (10.0 g, 46.07 mmol) was dissolved in DMF (250 mL) and NaH (60% in oil dispersion; 3.7 g, 92.15 mmol) added portion wise at 0° C. After 15 minutes, methanesulfonyl chloride (10.7 mL, 138.23 mmol) was added and the reaction was stirred overnight at ambient temperature. The reaction was quenched with 1M citric acid (100 mL) and extracted with ethyl acetate (3x). The combined extracts were washed with brine (2x), dried (MgSO4), filtered and concentrated...